Dataset: the Open Reaction Database (ORD), a public repository of structured organic reaction records. Task: describe an organic reaction: reactants, conditions, products, and yield The reactants are ferric, C(CN(CC(=O)O)CC(=O)O)N(CC(=O)O)CC(=O)O (EDTA), FeCl3.6H2O, C(CN(CC(=O)O)CC(=O)O)N(CC(=O)O)CC(=O)O (ethylenediaminetetraacetic acid), [Fe].C(CN(CC(=O)O)CC(=O)O)N(CCO)CC(=O)O (Fe HEDTA), O=C1C(O)=C([O-])[C@H](O1)[C@@H](O)CO (ascorbate). Solvent: O (water). Yields the product [Fe].C(CN(CC(=O)O)CC(=O)O)N(CC(=O)O)CC(=O)O (Fe EDTA). As a reaction SMILES: [CH2:1]([N:12]([CH2:17][C:18]([OH:20])=[O:19])[CH2:13][C:14]([OH:16])=[O:15])[CH2:2][N:3]([CH2:8][C:9]([OH:11])=[O:10])[CH2:4][C:5]([OH:7])=[O:6].[Fe:21].C(N(CC(O)=O)CCO)CN(CC(O)=O)CC(O)=O.O=C1O[C@H]([C@H](CO)O)C([O-])=C1O>O>[Fe:21].[CH2:2]([N:3]([CH2:8][C:9]([OH:11])=[O:10])[CH2:4][C:5]([OH:7])=[O:6])[CH2:1][N:12]([CH2:17][C:18]([OH:20])=[O:19])[CH2:13][C:14]([OH:16])=[O:15] |f:1.2,5.6|. Reported procedure: The experiment of Example I was repeated except that 10 mM of the ferric chelate of ethylenediaminetetraacetic acid (Fe-EDTA) solution was used, rather than Fe-HEDTA. The Fe-EDTA was prepared substantially as described in Example I, by dissolving 0.292 g of EDTA in 100 mL of distilled water and adding FeCl3.6H2O, as described in Example I. The composition so produced formed a blue color, as in Example I, in the presence of 0.139 milligram of hemoglobin per deciliter and 50 μM ascorbate. Run in CO (MeOH). As a reaction SMILES: [C:1]([O:7][CH3:8])(=[O:6])[CH2:2][C:3]([CH3:5])=O.[CH3:9][NH2:10]>CO>[CH3:8][O:7][C:1](=[O:6])[CH:2]=[C:3]([NH:10][CH3:9])[CH3:5]. The product is COC(C=C(C)NC)=O (3-Methylamino-but-2-enoic acid methyl ester). The reactants are C(CC(=O)C)(=O)OC (methyl acetoacetate), CN (methylamine). Conditions: time 1 hour. Procedure: To a solution of methyl acetoacetate (29.4 g, 253 mmol) in MeOH (30 mL) was added methylamine (33 wt % in EtOH; 48 mL, 385 mmol) dropwise at room temperature. The reaction was stirred for 1 hour, and then concentrated and dried to give the title compound as a white crystalline solid. Reactants: N=C1NC(C2=CC=CC=C12)=N (1,3-diiminoisoindoline), CC=1C=CC(=CC1)S(=O)(=O)O (p-toluenesulfonate). Run in CO (methanol), CO (methanol). Yields the product C1(=CC=C(C=C1)S(=O)(=O)[O-])C.N=C1N=C(C2=CC=CC=C12)C=C1SCC=[N+]1C (2-[(3-iminoisoindol-1-yl)methylene]-3-methyl thiazolinium p-toluene sulfonate). RXN SMILES: N=[C:2]1[C:10]2[C:5](=[CH:6][CH:7]=[CH:8][CH:9]=2)[C:4](=[NH:11])[NH:3]1.[CH3:12][C:13]1[CH:14]=[CH:15][C:16]([S:19]([OH:22])(=[O:21])=[O:20])=[CH:17][CH:18]=1>CO>[C:13]1([CH3:12])[CH:14]=[CH:15][C:16]([S:19]([O-:22])(=[O:20])=[O:21])=[CH:17][CH:18]=1.[NH:11]=[C:4]1[C:5]2[C:10](=[CH:9][CH:8]=[CH:7][CH:6]=2)[C:2]([CH:10]=[C:2]2[N+:3]([CH3:4])=[CH:17][CH2:16][S:19]2)=[N:3]1 |f:3.4|. Procedure details: Three grams of 1,3-diiminoisoindoline were dissolved in 25 ml of methanol. The solution was treated with 5.7 grams of 2,3-dimethyl thiazolinine p-toluenesulfonate which had been dissolved in 25 ml of methanol. The resulting mixture was heated at reflux for several hours. A yellow solid was obtained upon cooling and scratching the vessel. The solid was collected and washed free of the dark colored mother liquor with methanol and acetone. The dye was then dissolved in hot water from which it was r... The reactants are CCCC[N+](CCCC)(CCCC)Cc1ccccc1, COc1cc(CCC=O)ccc1OCc1nc(-c2ccccc2)oc1C, CC(=O)OC(C)=O, [Cl-], ClCCl, N#C[Na], O. The product is COc1cc(CCC(C#N)OC(C)=O)ccc1OCc1nc(-c2ccccc2)oc1C. RXN SMILES: [CH2:39]([N+:40]([CH2:41][CH2:42][CH2:43][CH3:44])([CH2:45][CH2:46][CH2:47][CH3:48])[CH2:49][CH2:50][CH2:51][CH3:52])[c:53]1[cH:54][cH:55][cH:56][cH:57][cH:58]1.[CH3:1][O:2][c:3]1[cH:4][c:5]([CH2:23][CH2:24][CH:25]=[O:26])[cH:6][cH:7][c:8]1[O:9][CH2:10][c:11]1[n:12][c:13](-[c:17]2[cH:18][cH:19][cH:20][cH:21][cH:22]2)[o:14][c:15]1[CH3:16].[CH3:30][C:31](=[O:32])[O:33][C:34](=[O:35])[CH3:36].[Cl-:38].[Cl:59][CH2:60][Cl:61].[Na:27][C:28]#[N:29].[OH2:37]>>[CH3:1][O:2][c:3]1[cH:4][c:5]([CH2:23][CH2:24][CH:25]([O:26][C:31]([CH3:30])=[O:32])[C:28]#[N:29])[cH:6][cH:7][c:8]1[O:9][CH2:10][c:11]1[n:12][c:13](-[c:17]2[cH:18][cH:19][cH:20][cH:21][cH:22]2)[o:14][c:15]1[CH3:16]. Reactants: [N+](=O)([O-])C1=CC=C(CP(OCC)(OCC)=O)C=C1 (diethyl (4-nitrobenzyl)phosphonate), C(=O)C1=CC=C(C(=O)OC)C=C1 (methyl 4-formylbenzoate), C[O-].[Na+] (sodium methylate). Solvent: CO (methanol), CO (methanol), CO (methanol). Run at time 30 minute. Yields the product [N+](=O)([O-])C1=CC=C(C=C1)/C=C/C1=CC=C(C(=O)OC)C=C1 (methyl 4-[(E)-2-(4-nitrophenyl)vinyl]benzoate). Yield: 93.6%. Reaction SMILES: [N+:1]([C:4]1[CH:18]=[CH:17][C:7]([CH2:8]P(=O)(OCC)OCC)=[CH:6][CH:5]=1)([O-:3])=[O:2].C[O-].[Na+].[CH:22]([C:24]1[CH:33]=[CH:32][C:27]([C:28]([O:30][CH3:31])=[O:29])=[CH:26][CH:25]=1)=O>CO>[N+:1]([C:4]1[CH:5]=[CH:6][C:7](/[CH:8]=[CH:22]/[C:24]2[CH:33]=[CH:32][C:27]([C:28]([O:30][CH3:31])=[O:29])=[CH:26][CH:25]=2)=[CH:17][CH:18]=1)([O-:3])=[O:2] |f:1.2|. Procedure details: To a mixture of 50.3 g of diethyl (4-nitrobenzyl)phosphonate and 500 mL of methanol was added dropwise a solution of sodium methylate in methanol (ca. 5 mol/L, 73.7 mL) under ice-cooling, followed by stirring for 30 minutes under ice-cooling. To the reaction mixture was added dropwise a mixture of 30.6 g of methyl 4-formylbenzoate and 300 mL of methanol for 1 hour under ice-cooling, followed by stirring at room temperature for 15 hours after the addition dropwise. The precipitate was collected b... Starting materials: CS(=O)(=O)NC1=CC=C(C(=O)N(C=2C=NC=CC2)CCN2CCC(CC2)C(C2=CC=C(C=C2)F)=O)C=C1 (4-methanesulfonylamino-N-{2-[4-(4-fluorobenzoyl)piperidino]ethyl}-N-(3-pyridyl)benzamide), C(\C=C\C(=O)O)(=O)O (fumaric acid). Product: C(\C=C\C(=O)O)(=O)O.CS(=O)(=O)NC1=CC=C(C(=O)N(C=2C=NC=CC2)CCN2CCC(CC2)C(C2=CC=C(C=C2)F)=O)C=C1.CS(=O)(=O)NC1=CC=C(C(=O)N(CCN2CCC(CC2)C(C2=CC=C(C=C2)F)=O)C=2C=NC=CC2)C=C1 (4-Methanesulfonylamino-N-{2-[4-(4-fluorobenzoyl)piperidino]ethyl}-N-(3-pyridyl)benzamide hemifumarate). The yield is 43.3%. Reaction SMILES: [CH3:1][S:2]([NH:5][C:6]1[CH:37]=[CH:36][C:9]([C:10]([N:12]([CH2:19][CH2:20][N:21]2[CH2:26][CH2:25][CH:24]([C:27](=[O:35])[C:28]3[CH:33]=[CH:32][C:31]([F:34])=[CH:30][CH:29]=3)[CH2:23][CH2:22]2)[C:13]2[CH:14]=[N:15][CH:16]=[CH:17][CH:18]=2)=[O:11])=[CH:8][CH:7]=1)(=[O:4])=[O:3].[C:38]([OH:45])(=[O:44])/[CH:39]=[CH:40]/[C:41]([OH:43])=[O:42]>>[C:38]([OH:45])(=[O:44])/[CH:39]=[CH:40]/[C:41]([OH:43])=[O:42].[CH3:1][S:2]([NH:5][C:6]1[CH:7]=[CH:8][C:9]([C:10]([N:12]([CH2:19][CH2:20][N:21]2[CH2:22][CH2:23][CH:24]([C:27](=[O:35])[C:28]3[CH:29]=[CH:30][C:31]([F:34])=[CH:32][CH:33]=3)[CH2:25][CH2:26]2)[C:13]2[CH:14]=[N:15][CH:16]=[CH:17][CH:18]=2)=[O:11])=[CH:36][CH:37]=1)(=[O:4])=[O:3].[CH3:1][S:2]([NH:5][C:6]1[CH:37]=[CH:36][C:9]([C:10]([N:12]([C:13]2[CH:14]=[N:15][CH:16]=[CH:17][CH:18]=2)[CH2:19][CH2:20][N:21]2[CH2:26][CH2:25][CH:24]([C:27](=[O:35])[C:28]3[CH:33]=[CH:32][C:31]([F:34])=[CH:30][CH:29]=3)[CH2:23][CH2:22]2)=[O:11])=[CH:8][CH:7]=1)(=[O:3])=[O:4] |f:2.3.4|. Procedure: Using 4-methanesulfonylamino-N-{2-[4-(4-fluorobenzoyl)piperidino]ethyl}-N-(3-pyridyl)benzamide (216.8 mg, 0.41 mmol) and fumaric acid (24.3 mg, 0.21 mmol), the procedure of Inventive Example 271 was repeated to obtain 103.4 mg (43.3%) of the title compound in a light brown powder form.